This data is from the Open Reaction Database (ORD), a public repository of structured organic reaction records. The task is: describe an organic reaction: reactants, conditions, products, and yield The reactants are Cc1nc(C(=O)O)c(-c2ccccc2)s1, Cc1nc2sccn2c1C(=O)NCC1NCC2CCCC21. The product is Cc1nc(C(=O)N2CC3CCCC3C2CNC(=O)c2c(C)nc3sccn23)c(-c2ccccc2)s1. RXN SMILES: [CH3:22][c:23]1[s:24][c:25](-[c:31]2[cH:32][cH:33][cH:34][cH:35][cH:36]2)[c:26]([C:28](=[O:29])[OH:30])[n:27]1.[CH:1]12[CH:2]([CH2:9][NH:10][C:11](=[O:12])[c:13]3[c:14]([CH3:21])[n:15][c:16]4[s:17][cH:18][cH:19][n:20]34)[NH:3][CH2:4][CH:5]1[CH2:6][CH2:7][CH2:8]2>>[CH:1]12[CH:2]([CH2:9][NH:10][C:11](=[O:12])[c:13]3[c:14]([CH3:21])[n:15][c:16]4[s:17][cH:18][cH:19][n:20]34)[N:3]([C:28]([c:26]3[c:25](-[c:31]4[cH:32][cH:33][cH:34][cH:35][cH:36]4)[s:24][c:23]([CH3:22])[n:27]3)=[O:29])[CH2:4][CH:5]1[CH2:6][CH2:7][CH2:8]2. Run in C(Cl)Cl (CH2Cl2), C(Cl)Cl (CH2Cl2), C(=O)(O)[O-].[Na+] (NaHCO3), [OH-].[Na+] (NaOH). As a reaction SMILES: [Cl:1][C:2]1[CH:10]=[CH:9][C:5]([C:6](Cl)=[O:7])=[CH:4][N:3]=1.[CH3:11][C:12]1[C:17]([CH3:18])=[C:16]([O:19][CH2:20][CH2:21][CH3:22])[CH:15]=[CH:14][C:13]=1[C@@H:23]([N:25]1[CH2:30][C@@H:29]2[CH2:31][C@H:26]1[CH2:27][NH:28]2)[CH3:24]>C(Cl)Cl.C([O-])(O)=O.[Na+].[OH-].[Na+]>[Cl:1][C:2]1[N:3]=[CH:4][C:5]([C:6]([N:28]2[CH2:27][C@@H:26]3[CH2:31][C@H:29]2[CH2:30][N:25]3[C@H:23]([C:13]2[CH:14]=[CH:15][C:16]([O:19][CH2:20][CH2:21][CH3:22])=[C:17]([CH3:18])[C:12]=2[CH3:11])[CH3:24])=[O:7])=[CH:9][CH:10]=1 |f:3.4,5.6|. Reaction conditions: time 1 hour. Yields the product ClC1=CC=C(C=N1)C(=O)N1[C@@H]2CN([C@H](C1)C2)[C@@H](C)C2=C(C(=C(C=C2)OCCC)C)C ((6-CHLOROPYRIDIN-3-YL)((1S,4S)-5-((S)-1-(2,3-DIMETHYL-4-PROPOXYPHENYL)ETHYL)-2,5-DIAZA-BICYCLO[2.2.1]HEPTAN-2-YL)METHANONE). The reactants are ClC1=NC=C(C(=O)Cl)C=C1 (6-chloronicotinoyl chloride), CC1=C(C=CC(=C1C)OCCC)[C@H](C)N1[C@@H]2CN[C@H](C1)C2 ((1S,4S)-2-((S)-1-(2,3-dimethyl-4-propoxyphenyl)ethyl)-2,5-diaza-bicyclo[2.2.1]heptane). Procedure details: A solution of 6-chloronicotinoyl chloride (151 mg, 0.86 mmol) in 2 mL CH2Cl2 is added to a mixture of (1S,4S)-2-((S)-1-(2,3-dimethyl-4-propoxyphenyl)ethyl)-2,5-diaza-bicyclo[2.2.1]heptane in 5 mL of CH2Cl2 and aqueous NaHCO3 (saturated solution, 3 mL). The mixture is stirred vigorously at room temperature for 1 h. The mixture is then diluted with 1N NaOH (5 mL) and extracted CH2Cl2 (2×25 mL). The combined extracts are dried over Na2SO4, filtered and concentrated under reduced pressure. The crude... Starting materials: Nc1ccc(N2CCN(Cc3ccccc3)CC2)cc1, CO, ClCCNCCCl, Cl, [I-], [Na+]. Product: c1ccc(CN2CCN(c3ccc(N4CCNCC4)cc3)CC2)cc1. Reaction SMILES: [CH2:11]([c:12]1[cH:13][cH:14][cH:15][cH:16][cH:17]1)[N:18]1[CH2:19][CH2:20][N:21]([c:24]2[cH:25][cH:26][c:27]([NH2:28])[cH:29][cH:30]2)[CH2:22][CH2:23]1.[CH3:31][OH:32].[Cl:2][CH2:3][CH2:4][NH:5][CH2:6][CH2:7][Cl:8].[ClH:1].[I-:10].[Na+:9]>>[CH2:3]1[CH2:4][NH:5][CH2:6][CH2:7][N:28]1[c:27]1[cH:26][cH:25][c:24]([N:21]2[CH2:20][CH2:19][N:18]([CH2:11][c:12]3[cH:13][cH:14][cH:15][cH:16][cH:17]3)[CH2:23][CH2:22]2)[cH:30][cH:29]1.